Dataset: the Open Reaction Database (ORD), a public repository of structured organic reaction records. Task: describe an organic reaction: reactants, conditions, products, and yield Starting materials: Br, O=C(O)C=CC(=O)O, CC(O)Oc1nnc(Cl)cc1N1CCNCC1. Product: Oc1nnc(Cl)cc1N1CCNCC1. RXN SMILES: [BrH:26].[C:1]([OH:2])(=[O:3])[CH:4]=[CH:5][C:6]([OH:7])=[O:8].[Cl:9][c:10]1[cH:11][c:12]([N:20]2[CH2:21][CH2:22][NH:23][CH2:24][CH2:25]2)[c:13]([O:16][CH:17]([OH:18])[CH3:19])[n:14][n:15]1>>[Cl:9][c:10]1[cH:11][c:12]([N:20]2[CH2:21][CH2:22][NH:23][CH2:24][CH2:25]2)[c:13]([OH:16])[n:14][n:15]1.